From a dataset of the Open Reaction Database (ORD), a public repository of structured organic reaction records. describe an organic reaction: reactants, conditions, products, and yield Reactants: C=CC1CC1(NC(=O)C1CC(Oc2cc(-c3nc(C(C)C)cs3)nc3c(Cl)c(OC)ccc23)CN1C(=O)OC(C)(C)C)C(=O)OCC, ClCCl, O=C(O)C(F)(F)F. The product is C=CC1CC1(NC(=O)C1CC(Oc2cc(-c3nc(C(C)C)cs3)nc3c(Cl)c(OC)ccc23)CN1)C(=O)OCC. As a reaction SMILES: [C:1]([O:2][C:3](=[O:4])[N:8]1[CH:9]([C:35]([NH:36][C:37]2([C:42](=[O:43])[O:44][CH2:45][CH3:46])[CH:38]([CH:40]=[CH2:41])[CH2:39]2)=[O:47])[CH2:10][CH:11]([O:13][c:14]2[cH:15][c:16](-[c:27]3[s:28][cH:29][c:30]([CH:32]([CH3:33])[CH3:34])[n:31]3)[n:17][c:18]3[c:19]([Cl:26])[c:20]([O:24][CH3:25])[cH:21][cH:22][c:23]23)[CH2:12]1)([CH3:5])([CH3:6])[CH3:7].[Cl:55][CH2:56][Cl:57].[OH:48][C:49]([C:50]([F:51])([F:52])[F:53])=[O:54]>>[NH:8]1[CH:9]([C:35]([NH:36][C:37]2([C:42](=[O:43])[O:44][CH2:45][CH3:46])[CH:38]([CH:40]=[CH2:41])[CH2:39]2)=[O:47])[CH2:10][CH:11]([O:13][c:14]2[cH:15][c:16](-[c:27]3[s:28][cH:29][c:30]([CH:32]([CH3:33])[CH3:34])[n:31]3)[n:17][c:18]3[c:19]([Cl:26])[c:20]([O:24][CH3:25])[cH:21][cH:22][c:23]23)[CH2:12]1. Product: O1CCC2=C1C=CC=C2C2CCN(CC2)CC[C@@H]2CC[C@H](CC2)NC(=O)C2COCCC2 ((RS)-Tetrahydro-pyran-3-carboxylic acid trans-(4-{2-[4-(2,3-dihydro-benzofuran-4-yl)-piperidin-1-yl]-ethyl}-cyclohexyl)-amide). RXN SMILES: Cl.Cl.[O:3]1[C:7]2[CH:8]=[CH:9][CH:10]=[C:11]([CH:12]3[CH2:17][CH2:16][N:15]([CH2:18][CH2:19][C@H:20]4[CH2:25][CH2:24][C@H:23]([NH2:26])[CH2:22][CH2:21]4)[CH2:14][CH2:13]3)[C:6]=2[CH2:5][CH2:4]1.[O:27]1[CH2:32][CH2:31][CH2:30][CH:29]([C:33](O)=[O:34])[CH2:28]1>>[O:3]1[C:7]2[CH:8]=[CH:9][CH:10]=[C:11]([CH:12]3[CH2:17][CH2:16][N:15]([CH2:18][CH2:19][C@H:20]4[CH2:21][CH2:22][C@H:23]([NH:26][C:33]([CH:29]5[CH2:30][CH2:31][CH2:32][O:27][CH2:28]5)=[O:34])[CH2:24][CH2:25]4)[CH2:14][CH2:13]3)[C:6]=2[CH2:5][CH2:4]1 |f:0.1.2|. Reactants: solid, Cl.Cl.O1CCC2=C1C=CC=C2C2CCN(CC2)CC[C@@H]2CC[C@H](CC2)N (trans-4-{2-[4-(2,3-dihydro-benzofuran-4-yl)-piperidin-1-yl]-ethyl}-cyclohexylamine dihydrochloride), Cl.Cl.O1CCC2=C1C=CC=C2C2CCN(CC2)CC[C@@H]2CC[C@H](CC2)N (trans-4-{2-[4-(2,3-dihydro-benzofuran-4-yl)-piperidin-1-yl]-ethyl}-cyclohexylamine dihydrochloride), O1CC(CCC1)C(=O)O ((RS)-tetrahydro-pyran-3-carboxylic acid). Procedure: The title compound, off-white solid (91 mg, 83%), MS (ISP) m/z=441.4 [(M+H)+], mp 222° C., was prepared in accordance with the general method of example 1 from trans-4-{2-[4-(2,3-dihydro-benzofuran-4-yl)-piperidin-1-yl]-ethyl}-cyclohexylamine dihydro chloride (intermediate B) (100 mg, 0.25 mmol) and (RS)-tetrahydro-pyran-3-carboxylic acid.